From a dataset of the Open Reaction Database (ORD), a public repository of structured organic reaction records. describe an organic reaction: reactants, conditions, products, and yield The reactants are NC1=CC(=C(C(=O)NCCN(CC)CC)C=C1Cl)OC(C(C)=O)C (4-amino-2-(2-butanon-3-yl)oxy-5-chloro-N-[2-(diethylamino)ethyl]benzamide), hydrochloride salt, C([O-])([O-])=O.[Na+].[Na+] (sodium carbonate), [BH4-].[Na+] (sodium borohydride). The solvent is C(C)O (ethanol). The product is NC1=CC(=C(C(=O)NCCN(CC)CC)C=C1Cl)OC(C(C)O)C (4-Amino-5-chloro-N-[2-(diethylamino)ethyl]-2-[(2-hydroxy)but-3-yl]oxybenzamide). Reaction SMILES: [NH2:1][C:2]1[C:17]([Cl:18])=[CH:16][C:5]([C:6]([NH:8][CH2:9][CH2:10][N:11]([CH2:14][CH3:15])[CH2:12][CH3:13])=[O:7])=[C:4]([O:19][CH:20]([CH3:24])[C:21](=[O:23])[CH3:22])[CH:3]=1.C(=O)([O-])[O-].[Na+].[Na+].[BH4-].[Na+]>C(O)C>[NH2:1][C:2]1[C:17]([Cl:18])=[CH:16][C:5]([C:6]([NH:8][CH2:9][CH2:10][N:11]([CH2:14][CH3:15])[CH2:12][CH3:13])=[O:7])=[C:4]([O:19][CH:20]([CH3:24])[CH:21]([OH:23])[CH3:22])[CH:3]=1 |f:1.2.3,4.5|. Procedure details: A mixture of 4-amino-2-(2-butanon-3-yl)oxy-5-chloro-N-[2-(diethylamino)ethyl]benzamide (obtained by treating 1.2 g, 3.1 mmole, of the corresponding hydrochloride salt, prepared in Example 7C, with saturated sodium carbonate solution) and sodium borohydride (100 mg) in ethanol (20 ml) was heated under reflux for one hour. The solution was concentrated, diluted with water, acidified with 2N hydrochloride acid, and basified with saturated sodium carbonate solution. The mixture was extracted with me... The reactants are [I-] (iodide), CC(C)([O-])C.[K+] (potassium tert-butoxide), CC(C(=O)OC)(\C=C\C(C)=O)C (methyl (3E)-2,2-dimethyl-5-oxohex-3-enoate). Run in CS(=O)C (dimethylsulfoxide), O1CCCC1 (tetrahydrofuran). Reaction conditions: time 14 hour. Yields the product C(C)(=O)C1C(C1)C(C(=O)OC)(C)C (methyl 2-(2-acetylcyclopropyl)-2-methylpropanoate). Reaction SMILES: [I-].[CH3:2]C(C)([O-])C.[K+].[CH3:8][C:9]([CH3:19])(/[CH:14]=[CH:15]/[C:16](=[O:18])[CH3:17])[C:10]([O:12][CH3:13])=[O:11]>CS(C)=O.O1CCCC1>[C:16]([CH:15]1[CH2:2][CH:14]1[C:9]([CH3:19])([CH3:8])[C:10]([O:12][CH3:13])=[O:11])(=[O:18])[CH3:17] |f:1.2|. Procedure: A solution of trimethylsulfoxium iodide (506 mg, 2.297 mmol) and potassium tert-butoxide (258 mg, 2.297 mmol) in dimethylsulfoxide (6 mL) was stirred for 1.5 hours and then transferred via syringe to a solution of methyl (3E)-2,2-dimethyl-5-oxohex-3-enoate (340 mg, 1.998 mmol) in tetrahydrofuran (6 mL). The reaction mixture was stirred for 14 hours and then partitioned between diethyl ether (25 mL) and a 5:1 v:v mixture of water:saturated aqueous sodium bicarbonate solution (12 mL). The layers w... Reactants: C(C)N1C(N(C2=NC=CC=C21)C=2C=C1CCN(C1=CC2)C(=O)OC(C)(C)C)=O (tert-butyl 5-(1-ethyl-2-oxo-1,2-dihydro-3H-imidazo[4,5-b]pyridin-3-yl)-2,3-dihydro-1H-indole-1-carboxylate), Cl (HCl). The solvent is CCOC(=O)C (EtOAc), CCOC(=O)C (AcOEt). Run at temperature 50 celsius, time 2 hour. Yields the product N1CCC2=CC(=CC=C12)N1C(N(C=2C1=NC=CC2)CC)=O (3-(2,3-dihydro-1H-indol-5-yl)-1-ethyl-1,3-dihydro-2H-imidazo[4,5-b]pyridin-2-one). As a reaction SMILES: [CH2:1]([N:3]1[C:11]2[C:6](=[N:7][CH:8]=[CH:9][CH:10]=2)[N:5]([C:12]2[CH:13]=[C:14]3[C:18](=[CH:19][CH:20]=2)[N:17](C(OC(C)(C)C)=O)[CH2:16][CH2:15]3)[C:4]1=[O:28])[CH3:2].Cl>CCOC(C)=O>[NH:17]1[C:18]2[C:14](=[CH:13][C:12]([N:5]3[C:6]4=[N:7][CH:8]=[CH:9][CH:10]=[C:11]4[N:3]([CH2:1][CH3:2])[C:4]3=[O:28])=[CH:20][CH:19]=2)[CH2:15][CH2:16]1. Procedure: To a stirred solution of tert-butyl 5-(1-ethyl-2-oxo-1,2-dihydro-3H-imidazo[4,5-b]pyridin-3-yl)-2,3-dihydro-1H-indole-1-carboxylate (100 mg) in EtOAc (2 mL) was added 4N HCl in AcOEt solution (2.0 mL). The mixture was stirred at 50° C. for 2 h and evaporated. The residue was treated with sat.NaHCO3aq. and extracted with AcOEt. The organic layer was dried over MgSO4 and concentrated in vacuo to give 3-(2,3-dihydro-1H-indol-5-yl)-1-ethyl-1,3-dihydro-2H-imidazo[4,5-b]pyridin-2-one. This residue was... Starting materials: NC(=O)CBr, O=C([O-])[O-], CN(C1=NC(=O)C(=Cc2ccc3c(cnn3Cc3ccc(C(F)(F)F)cc3C(F)(F)F)c2)S1)C1CCNCC1, [K+], [K+], CN(C)C=O. Yields the product CN(C1=NC(=O)C(=Cc2ccc3c(cnn3Cc3ccc(C(F)(F)F)cc3C(F)(F)F)c2)S1)C1CCN(CC(N)=O)CC1. RXN SMILES: [Br:46][CH2:47][C:48](=[O:49])[NH2:50].[C:40](=[O:41])([O-:42])[O-:43].[F:1][C:2]([c:3]1[c:4]([CH2:5][n:6]2[n:7][cH:8][c:9]3[cH:10][c:11]([CH:15]=[C:16]4[C:17](=[O:29])[N:18]=[C:19]([N:21]([CH:22]5[CH2:23][CH2:24][NH:25][CH2:26][CH2:27]5)[CH3:28])[S:20]4)[cH:12][cH:13][c:14]23)[cH:30][cH:31][c:32]([C:34]([F:35])([F:36])[F:37])[cH:33]1)([F:38])[F:39].[K+:44].[K+:45].[O:51]=[CH:52][N:53]([CH3:54])[CH3:55]>>[F:1][C:2]([c:3]1[c:4]([CH2:5][n:6]2[n:7][cH:8][c:9]3[cH:10][c:11]([CH:15]=[C:16]4[C:17](=[O:29])[N:18]=[C:19]([N:21]([CH:22]5[CH2:23][CH2:24][N:25]([CH2:47][C:48](=[O:49])[NH2:50])[CH2:26][CH2:27]5)[CH3:28])[S:20]4)[cH:12][cH:13][c:14]23)[cH:30][cH:31][c:32]([C:34]([F:35])([F:36])[F:37])[cH:33]1)([F:38])[F:39].